This data is from the Open Reaction Database (ORD), a public repository of structured organic reaction records. The task is: describe an organic reaction: reactants, conditions, products, and yield The reactants are C(C)(C)NC[C@@H]1NCCC1 ((R)-isopropyl-pyrrolidin-2-ylmethyl-amine), BrC=1C=C(C=CC1)C=1C(N(C(=NC1C1=CC=NC=C1)Cl)C)=O (5-(3-Bromo-phenyl)-2-chloro-3-methyl-6-pyridin-4-yl-3H-pyrimidin-4-one), C(C)(C)N(CC)C(C)C (diisopropylethylamine). Run in ClCCl (dichloromethane), ClCCl (dichloromethane). Conditions: time 10 minute. Product: BrC=1C=C(C=CC1)C=1C(N(C(=NC1C1=CC=NC=C1)N1C(CCC1)CNC(C)C)C)=O (5-(3-Bromo-phenyl)-2-[2-(isopropylamino-methyl)-pyrrolidin-1-yl]-3-methyl-6-pyridin-4-yl-3H-pyrimidin-4-one). Reaction SMILES: [CH:1]([NH:4][CH2:5][C@H:6]1[CH2:10][CH2:9][CH2:8][NH:7]1)([CH3:3])[CH3:2].C(N(C(C)C)CC)(C)C.[Br:20][C:21]1[CH:22]=[C:23]([C:27]2[C:28](=[O:41])[N:29]([CH3:40])[C:30](Cl)=[N:31][C:32]=2[C:33]2[CH:38]=[CH:37][N:36]=[CH:35][CH:34]=2)[CH:24]=[CH:25][CH:26]=1>ClCCl>[Br:20][C:21]1[CH:22]=[C:23]([C:27]2[C:28](=[O:41])[N:29]([CH3:40])[C:30]([N:7]3[CH2:8][CH2:9][CH2:10][CH:6]3[CH2:5][NH:4][CH:1]([CH3:3])[CH3:2])=[N:31][C:32]=2[C:33]2[CH:38]=[CH:37][N:36]=[CH:35][CH:34]=2)[CH:24]=[CH:25][CH:26]=1. Reported procedure: To a 100 mL RBF, was added (R)-isopropyl-pyrrolidin-2-ylmethyl-amine (0.78 g, 3.6 mmol), and 50 mL dichloromethane at 0° C. under nitrogen. 2.1 mL diisopropylethylamine (12 mmol) was added drop wise, and stirred for 10 min. 5-(3-Bromo-phenyl)-2-chloro-3-methyl-6-pyridin-4-yl-3H-pyrimidin-4-one (1.13 g, 3 mmol) was added in one portion. The mixture was stirred at 0° C. to rt for 12 h. The mixture was diluted with 100 mL dichloromethane, washed with sat. NaHCO3 and brine. After purified by flash c... Starting materials: C(C(=O)O)(=O)O.C(C(=O)O)(=O)O.N1(CCCC1)CC#CC1=CC=C(CC=2C3=C(SC2C2=CC=C(OCCN4CCCC4)C=C2)C=CC=C3)C=C1 (1-[2-[4-[3-[4-[3-(1-Pyrrolidinyl)-1-propynyl]benzyl]benzo[b]thiophen-2-yl]phenoxy]ethyl]pyrrolidine Dioxalate). Reagents/catalysts: [Pd].CC(=O)[O-].CC(=O)[O-].[Pb+2] (Lindlar catalyst). Run in N1=CC=CC=C1 (pyridine), N1=CC=CC=C1 (pyridine). Reaction conditions: time 3 hour. Yields the product C(C(=O)O)(=O)O.C(C(=O)O)(=O)O.N1(CCCC1)C/C=C/C1=CC=C(CC=2C3=C(SC2C2=CC=C(OCCN4CCCC4)C=C2)C=CC=C3)C=C1 ((E)-1-[2-[4-[3-[4-[3-(1-Pyrrolidinyl)-1-propenyl]benzyl]benzo[b]thiophen-2-yl]phenoxy]ethyl]pyrrolidine Dioxalate). Isolated yield 61.5%. As a reaction SMILES: [C:1]([OH:6])(=[O:5])[C:2]([OH:4])=[O:3].[C:7]([OH:12])(=[O:11])[C:8]([OH:10])=[O:9].[N:13]1([CH2:18][C:19]#[C:20][C:21]2[CH:50]=[CH:49][C:24]([CH2:25][C:26]3[C:27]4[CH:48]=[CH:47][CH:46]=[CH:45][C:28]=4[S:29][C:30]=3[C:31]3[CH:44]=[CH:43][C:34]([O:35][CH2:36][CH2:37][N:38]4[CH2:42][CH2:41][CH2:40][CH2:39]4)=[CH:33][CH:32]=3)=[CH:23][CH:22]=2)[CH2:17][CH2:16][CH2:15][CH2:14]1>N1C=CC=CC=1.[Pd].CC([O-])=O.CC([O-])=O.[Pb+2]>[C:1]([OH:6])(=[O:5])[C:2]([OH:4])=[O:3].[C:7]([OH:12])(=[O:11])[C:8]([OH:10])=[O:9].[N:13]1([CH2:18]/[CH:19]=[CH:20]/[C:21]2[CH:22]=[CH:23][C:24]([CH2:25][C:26]3[C:27]4[CH:48]=[CH:47][CH:46]=[CH:45][C:28]=4[S:29][C:30]=3[C:31]3[CH:44]=[CH:43][C:34]([O:35][CH2:36][CH2:37][N:38]4[CH2:39][CH2:40][CH2:41][CH2:42]4)=[CH:33][CH:32]=3)=[CH:49][CH:50]=2)[CH2:17][CH2:16][CH2:15][CH2:14]1 |f:0.1.2,4.5.6.7,8.9.10|. Reported procedure: A solution of 1-[2-[4-[3-[4-[3-(1-pyrrolidinyl)-1-propynyl]benzyl]benzo[b]thiophen-2-yl]phenoxy]ethyl]pyrrolidine (Example 129, Part D; 300 mg, 0.576 mmol) in 40 mL of pyridine was treated with a slurry of Lindlar catalyst (Pd/CaCO3, Pb poisoned; 100 mg) in 10 mL of pyridine. The resulting mixture was stirred under an atmospheric pressure of H2 at room temperature for 3 h. The reaction mixture was filtered through a pad of diatomaceous earth and concentrated in vacuo. Purification by radial chro...